From a dataset of the Open Reaction Database (ORD), a public repository of structured organic reaction records. describe an organic reaction: reactants, conditions, products, and yield The reactants are [OH-].[Na+] (NaOH), C(Cl)Cl (Methylene chloride), CN1C(CN(C2=CC=C(C=C12)CN1CCOCC1)C=C(C(=O)OCC)C(=O)OCC)=O (Diethyl 2-{[4-methyl-6-(morpholin-4-ylmethyl)-3-oxo-3,4-dihydroquinoxalin-1(2H)-yl]methylene}malonate), CS(=O)(=O)O.O=P12OP3(=O)OP(=O)(O1)OP(=O)(O2)O3 (Eaton's reagent), ice. Run in O (water). Run at temperature 90 celsius, time 2 hour. Yields the product CN1C(CN2C=3C(=CC(=CC13)CN1CCOCC1)C(C(=C2)C(=O)OCC)=O)=O (ethyl 1-methyl-9-(morpholin-4-ylmethyl)-2,7-dioxo-2,3-dihydro-1H,7H-pyrido[1,2,3-de]quinoxaline-6-carboxylate). Yield: 89.2%. As a reaction SMILES: [CH3:1][N:2]1[C:11]2[C:6](=[CH:7][CH:8]=[C:9]([CH2:12][N:13]3[CH2:18][CH2:17][O:16][CH2:15][CH2:14]3)[CH:10]=2)[N:5]([CH:19]=[C:20]([C:26]([O:28]CC)=O)[C:21]([O:23][CH2:24][CH3:25])=[O:22])[CH2:4][C:3]1=[O:31].CS(O)(=O)=O.O=P12OP3(OP(OP(O3)(O1)=O)(=O)O2)=O.[OH-].[Na+].C(Cl)Cl>O>[CH3:1][N:2]1[C:11]2[CH:10]=[C:9]([CH2:12][N:13]3[CH2:18][CH2:17][O:16][CH2:15][CH2:14]3)[CH:8]=[C:7]3[C:26](=[O:28])[C:20]([C:21]([O:23][CH2:24][CH3:25])=[O:22])=[CH:19][N:5]([C:6]=23)[CH2:4][C:3]1=[O:31] |f:1.2,3.4|. Procedure details: Diethyl 2-{[4-methyl-6-(morpholin-4-ylmethyl)-3-oxo-3,4-dihydroquinoxalin-1(2H)-yl]methylene}malonate (915 g, 2.20 mol) is added to Eaton's reagent (4.05 kg, 7.7 wt % phosphorus pentoxide dimer in methanesulfonic acid). The resulting dark red mixture is heated to 90° C. After 2 h, the reaction is cooled to less than 30° C. and poured into 9 kg of ice. A solution of 50% NaOH (3.9 kg) in water (3.8 liter) is added while maintaining less than 35° C. until the pH is 10. Methylene chloride (4 liter) ... As a reaction SMILES: [O:1]=[C:2]1[C:6](=[CH:7][C:8]2[CH:13]=[CH:12][C:11]([N:14]3[CH2:19][CH2:18][C:17](=O)[CH2:16][CH2:15]3)=[CH:10][CH:9]=2)[S:5][C:4]([N:21]2[CH2:26][CH2:25][CH2:24][CH2:23][CH2:22]2)=[N:3]1.[NH2:27][CH2:28][C@@H:29]([C:31]1[CH:32]=[CH:33][C:34]([OH:42])=[C:35]([NH:37][S:38]([CH3:41])(=[O:40])=[O:39])[CH:36]=1)[OH:30]>>[OH:42][C:34]1[CH:33]=[CH:32][C:31]([C@@H:29]([OH:30])[CH2:28][NH:27][CH:17]2[CH2:18][CH2:19][N:14]([C:11]3[CH:10]=[CH:9][C:8]([CH:7]=[C:6]4[S:5][C:4]([N:21]5[CH2:26][CH2:25][CH2:24][CH2:23][CH2:22]5)=[N:3][C:2]4=[O:1])=[CH:13][CH:12]=3)[CH2:15][CH2:16]2)=[CH:36][C:35]=1[NH:37][S:38]([CH3:41])(=[O:40])=[O:39]. Reported procedure: The title compound was prepared from 1-[4-(4-oxo-2-piperidin-1-yl-4H-thiazol-5-ylidenemethyl)-phenyl]-piperidin-4-one (which was obtained in Intermediate 25) and N-[5-(2-amino-(1R)-1-hydroxy-ethyl)-2-hydroxy-phenyl]-methanesulfonamide (which was obtained in Intermediate 10) according to the procedure of Example 1 as a pale yellowish solid; mp>120° C. (dec.); 1H NMR (300 MHz, DMSO-d6) δ 1.20-1.40 (m, 2 H), 1.55-1.75 (m, 6 H), 1.80-2.00 (m, 2 H), 2.60-3.00 (m, 5H), 2.92 (s, 3 H), 3.50-3.90 (m, 6 H... Product: OC1=C(C=C(C=C1)[C@H](CNC1CCN(CC1)C1=CC=C(C=C1)C=C1C(N=C(S1)N1CCCCC1)=O)O)NS(=O)(=O)C (N-[2-Hydroxy-5-((1R)-1-hydroxy-2-{1-[4-(4-oxo-2-piperidin-1-yl-4H-thiazol-5-ylidenemethyl)-phenyl]-piperidin-4-ylamino}-ethyl)-phenyl]-methanesulfonamide). The reactants are O=C1N=C(SC1=CC1=CC=C(C=C1)N1CCC(CC1)=O)N1CCCCC1 (1-[4-(4-oxo-2-piperidin-1-yl-4H-thiazol-5-ylidenemethyl)-phenyl]-piperidin-4-one), O=C1N=C(SC1=CC1=CC=C(C=C1)N1CCC(CC1)=O)N1CCCCC1 (1-[4-(4-oxo-2-piperidin-1-yl-4H-thiazol-5-ylidenemethyl)-phenyl]-piperidin-4-one), NC[C@H](O)C=1C=CC(=C(C1)NS(=O)(=O)C)O (N-[5-(2-amino-(1R)-1-hydroxy-ethyl)-2-hydroxy-phenyl]-methanesulfonamide), NC[C@H](O)C=1C=CC(=C(C1)NS(=O)(=O)C)O (N-[5-(2-amino-(1R)-1-hydroxy-ethyl)-2-hydroxy-phenyl]-methanesulfonamide). Starting materials: C(C)(C)(C)[Si](OC=1C=C(C=CC1)CC(=O)OCC)(C)C (ethyl 3-(tertbutyldimethylsilyloxy)phenylacetate), [Na] (sodium). Isolated yield 160.7%. As a reaction SMILES: [C:1]([Si:5]([CH3:20])([CH3:19])[O:6][C:7]1[CH:8]=[C:9]([CH2:13][C:14]([O:16][CH2:17][CH3:18])=[O:15])[CH:10]=[CH:11][CH:12]=1)([CH3:4])([CH3:3])[CH3:2].[Na]>C(OC(=O)OCC)C>[C:1]([Si:5]([CH3:19])([CH3:20])[O:6][C:7]1[CH:8]=[C:9]([CH:13]([C:14]([O:16][CH2:17][CH3:18])=[O:15])[C:14]([O:16][CH2:17][CH3:18])=[O:15])[CH:10]=[CH:11][CH:12]=1)([CH3:3])([CH3:4])[CH3:2] |^1:20|. Solvent: C(C)OC(OCC)=O (diethylcarbonate). Procedure: To a solution of ethyl 3-(tertbutyldimethylsilyloxy)phenylacetate (10 g) in 25 ml of diethylcarbonate are added portionwise 0.86 g of sodium and the mixture is refluxed for 2 hours. The solvent is evaporated off and the residue is poured into water (90 ml). The pH is adjusted to pH=6 with acetic acid and the mixture is extracted with diethyl ether. The organic phase is dried over sodium sulfate and cocentrated to dryness to give 10 g of an orange oil which is purified by silica gel chromatograph... The product is C(C)(C)(C)[Si](OC=1C=C(C=CC1)C(C(=O)OCC)C(=O)OCC)(C)C (Diethyl 3-(tertbutyldimethylsilyloxy)phenylmalonate). The reactants are O=C1CCC(=O)N1Br, CCCCn1c(=O)n2nc(CCc3nc(Cc4ccccc4)no3)nc2c2[nH]cnc21, C1CCOC1. Product: CCCCn1c(=O)n2nc(CCc3nc(Cc4ccccc4)no3)nc2c2[nH]c(Br)nc21. As a reaction SMILES: [Br:32][N:33]1[C:34](=[O:35])[CH2:36][CH2:37][C:38]1=[O:39].[CH2:1]([c:2]1[cH:3][cH:4][cH:5][cH:6][cH:7]1)[c:8]1[n:9][o:10][c:11]([CH2:13][CH2:14][c:15]2[n:16][n:17]3[c:18](=[O:31])[n:19]([CH2:27][CH2:28][CH2:29][CH3:30])[c:20]4[n:21][cH:22][nH:23][c:24]4[c:25]3[n:26]2)[n:12]1.[CH2:40]1[O:41][CH2:42][CH2:43][CH2:44]1>>[CH2:1]([c:2]1[cH:3][cH:4][cH:5][cH:6][cH:7]1)[c:8]1[n:9][o:10][c:11]([CH2:13][CH2:14][c:15]2[n:16][n:17]3[c:18](=[O:31])[n:19]([CH2:27][CH2:28][CH2:29][CH3:30])[c:20]4[n:21][c:22]([Br:32])[nH:23][c:24]4[c:25]3[n:26]2)[n:12]1. The reactants are ( 2 ), ClC1=CC=C(S1)C=1SC=CC1 (2-(5-chloro-2-thienyl)thiophene), BrC=1C=CC(=C(C(=O)O)C1)C (5-bromo-2-methylbenzoic acid). Yields the product BrC=1C=CC(=C(C1)CC=1SC(=CC1)C=1SC(=CC1)Cl)C (5-bromo-1-(5-(5-chloro-2-thienyl)-2-thienylmethyl)-2-methylbenzene). Reaction SMILES: [Cl:1][C:2]1[S:6][C:5]([C:7]2[S:8][CH:9]=[CH:10][CH:11]=2)=[CH:4][CH:3]=1.[Br:12][C:13]1[CH:14]=[CH:15][C:16]([CH3:22])=[C:17]([CH:21]=1)[C:18](O)=O>>[Br:12][C:13]1[CH:14]=[CH:15][C:16]([CH3:22])=[C:17]([CH2:18][C:9]2[S:8][C:7]([C:5]3[S:6][C:2]([Cl:1])=[CH:3][CH:4]=3)=[CH:11][CH:10]=2)[CH:21]=1. Procedure details: To a solution of 2-bromo-5-chlorothiophene (4.11 g), thiophene-2-boronic acid (4.00 g), tetrakis(triphenylphosphine)palladium (0) (1.20 g) and 2M aqueous sodium carbonate solution (31.3 ml) in dimethoxyethane (100 ml) was heated under reflux under argon atmosphere for 2.5 hours. The reaction mixture was cooled, and extracted with ethyl acetate. The solvent was evaporated under reduced pressure, and the residue was purified by silica gel column chromatography (hexane) to give 2-(5-chloro-2-thieny... Starting materials: BrC1=CC(=C(C=C1)[N+](=O)[O-])F (4-bromo-2-fluoro-1-nitro-benzene), C(C)OC(CNCC1=CC=CC=C1)=O (N-benzyl-glycine ethyl ester). The product is BrC=1C=CC(=C(C1)N(CC1=CC=CC=C1)CC(=O)O)[N+](=O)[O-] ([(5-bromo-nitro-phenyl)-benzyl-amino]-acetic acid). Isolated yield 54.8%. Reaction SMILES: [Br:1][C:2]1[CH:7]=[CH:6][C:5]([N+:8]([O-:10])=[O:9])=[C:4](F)[CH:3]=1.C([O:14][C:15](=[O:25])[CH2:16][NH:17][CH2:18][C:19]1[CH:24]=[CH:23][CH:22]=[CH:21][CH:20]=1)C>>[Br:1][C:2]1[CH:7]=[CH:6][C:5]([N+:8]([O-:10])=[O:9])=[C:4]([N:17]([CH2:16][C:15]([OH:25])=[O:14])[CH2:18][C:19]2[CH:24]=[CH:23][CH:22]=[CH:21][CH:20]=2)[CH:3]=1. Procedure: In a manner as described above, 4-bromo-2-fluoro-1-nitro-benzene (11 g, 50 mmol), and N-benzyl-glycine ethyl ester (10 g, 50 mmol) were reacted to give crude [(5-bromo-nitro-phenyl)-benzyl-amino]-acetic acid (10 g, 55%). This product was reacted with iron powder to obtain crude 4-benzyl-6-bromo-3,4-dihydroquinoxalin-2(1H)-one (5 g, 58%). A sample was recrystallized from ethyl acetate/hexane: m.p. 174-176° C. 1H-NMR (DMSO-d6) δ3.75 (s, 2H), 4.43 (s, 2H), 6.71 (d, J=1.9 Hz, 1H), 6.81 (m, 2H), 7.32... Starting materials: BrC1=CC(=CO1)C=O (5-bromo-3-furaldehyde), C(CCC)[Li] (n-Butyl lithium), C(CCC)[Li] (n-butyl lithium), Cl[Si](C)(C)C (chlorotrimethylsilane), solution, N1CCOCC1 (morpholine), solution. Run in O1CCCC1 (tetrahydrofuran), CCCCCC (hexane), CCCCCC (hexane). Conditions: time 15 minute. Yields the product C[Si](C1=CC(=CO1)C=O)(C)C (5-Trimethylsilyl-3-furaldehyde). RXN SMILES: C([Li])CCC.N1CCOCC1.Br[C:13]1[O:17][CH:16]=[C:15]([CH:18]=[O:19])[CH:14]=1.Cl[Si:21]([CH3:24])([CH3:23])[CH3:22]>CCCCCC.O1CCCC1>[CH3:22][Si:21]([CH3:24])([CH3:23])[C:13]1[O:17][CH:16]=[C:15]([CH:18]=[O:19])[CH:14]=1. Reported procedure: n-Butyl lithium (a 1.6M solution in hexane; 31.0 ml, 49.7 mmol) was added dropwise to a solution of morpholine (4.33 ml, 49.7 mmol; freshly distilled from barium oxide) in tetrahydrofuran at -78° under argon. After 15 minutes, a solution of 5-bromo-3-furaldehyde (7.5 g, 49.7 mmol) in tetrahydrofuran was added dropwise. Stirring was continued for 30 min. and n-butyl lithium (a 1.6M solution in hexane; 46.6 ml, 74.5 mmol) was added dropwise. After 1 hour at -78°, chlorotrimethylsilane (18.9 ml, 14...